Task: describe an organic reaction: reactants, conditions, products, and yield. Dataset: the Open Reaction Database (ORD), a public repository of structured organic reaction records The reactants are CCO, [Cl-], [Fe], O=[N+]([O-])c1ccc2nn(CCN3CCCC3)cc2c1, [NH4+], O. Product: Nc1ccc2nn(CCN3CCCC3)cc2c1. RXN SMILES: [CH3:23][CH2:24][OH:25].[Cl-:20].[Fe:22].[N+:1]([O-:2])(=[O:3])[c:4]1[cH:5][c:6]2[cH:7][n:8]([CH2:13][CH2:14][N:15]3[CH2:16][CH2:17][CH2:18][CH2:19]3)[n:9][c:10]2[cH:11][cH:12]1.[NH4+:21].[OH2:26]>>[NH2:1][c:4]1[cH:5][c:6]2[cH:7][n:8]([CH2:13][CH2:14][N:15]3[CH2:16][CH2:17][CH2:18][CH2:19]3)[n:9][c:10]2[cH:11][cH:12]1. The reactants are P(=O)(Cl)(Cl)Cl (phosphorus oxychloride), CN(C)C=O (DMF), BrC=1C=C2C=CN(C(C2=CC1)=O)CC1CC1 (6-Bromo-2-cyclopropylmethyl-2H-isoquinolin-1-one), CN(C)C=O (DMF). Run at time 10 minute. Yields the product BrC=1C=C2C(=CN(C(C2=CC1)=O)CC1CC1)C=O (6-Bromo-2-cyclopropylmethyl-1-oxo-1,2-dihydro-isoquinoline-4-carbaldehyde). RXN SMILES: P(Cl)(Cl)(Cl)=O.[Br:6][C:7]1[CH:8]=[C:9]2[C:14](=[CH:15][CH:16]=1)[C:13](=[O:17])[N:12]([CH2:18][CH:19]1[CH2:21][CH2:20]1)[CH:11]=[CH:10]2.CN([CH:25]=[O:26])C>>[Br:6][C:7]1[CH:8]=[C:9]2[C:14](=[CH:15][CH:16]=1)[C:13](=[O:17])[N:12]([CH2:18][CH:19]1[CH2:20][CH2:21]1)[CH:11]=[C:10]2[CH:25]=[O:26]. Reported procedure: DMF (10 mL) was cooled in an ice bath and phosphorus oxychloride (0.40 mL) was added over 20 seconds. The solution was stirred for 10 minutes at room temperature and then the product of step i) (0.6 g) in DMF (2 mL) was added over 5 minutes. The mixture was heated at 80° C. overnight. The mixture was allowed to cool then poured onto ice/water and stirred for 20 minutes. The aqueous was extracted with ethyl acetate, the organics were combined and evaporated under reduced pressure. The residue was... Yields the product C(C)(C)(C)OC(=O)N[C@@H](C(C1=CC=C(C=C1)F)C)C(=O)N1C(CCC1)C#N (1-[(S)-N-(tert-Butoxycarbonyl)-4-fluoro-β-methyl-L-phenylalanyl]-2-cyanopyrrolidine). Procedure details: To a stirred solution of the product from Step A (91.7 mg, 0.233 mmol) in anhydrous DMF (1 mL) was added cyanuric chloride (86 mg, 0.466 mmol). After stirring at room temperature for 16 h, the reaction was diluted with ethyl acetate. The organic phase was washed sequentially with water, saturated aqueous sodium bicarbonate solution and brine, dried (magnesium sulfate), and concentrated under reduced pressure. Purification by preparative thin layer chromatography (silica, ethyl acetate eluant) af... Reaction conditions: time 16 hour. Starting materials: C(C)(C)(C)OC(=O)N[C@@H]([C@H](C1=CC=C(C=C1)F)C)C(=O)N1[C@H](C(=O)N)CCC1 ((βS)-N-(tert-Butoxycarbonyl)-4-fluoro-β-methyl-L-phenylalanyl-L-prolinamide), N1=C(Cl)N=C(Cl)N=C1Cl (cyanuric chloride). Solvent: C(C)(=O)OCC (ethyl acetate), CN(C)C=O (DMF). RXN SMILES: [C:1]([O:5][C:6]([NH:8][C@H:9]([C:19]([N:21]1[CH2:28][CH2:27][CH2:26][C@H:22]1[C:23]([NH2:25])=O)=[O:20])[C@@H:10]([CH3:18])[C:11]1[CH:16]=[CH:15][C:14]([F:17])=[CH:13][CH:12]=1)=[O:7])([CH3:4])([CH3:3])[CH3:2].N1C(Cl)=NC(Cl)=NC=1Cl>CN(C=O)C.C(OCC)(=O)C>[C:1]([O:5][C:6]([NH:8][C@H:9]([C:19]([N:21]1[CH2:28][CH2:27][CH2:26][CH:22]1[C:23]#[N:25])=[O:20])[CH:10]([CH3:18])[C:11]1[CH:16]=[CH:15][C:14]([F:17])=[CH:13][CH:12]=1)=[O:7])([CH3:2])([CH3:3])[CH3:4]. Reactants: C1=CC=CC2=CC=CC=C12 (naphthalene), [Na] (sodium), ClC=1C=CC2=C(C(CCCN2S(=O)(=O)C2=CC=C(C=C2)C)CC(=O)OCC)C1 (7-chloro -5-ethoxycarbonylmethyl-1-(p-toluenesulfonyl)-2,3,4,5-tetrahydro-1H-1-benzazepine). The solvent is C(OC)COC (dimethoxyethane), C(OC)COC (dimethoxyethane). Reaction conditions: time 1 hour. The product is ClC=1C=CC2=C(C(CCCN2)CC(=O)OCC)C1 (7-chloro-5-ethoxycarbonylmethyl -2,3,4,5-tetrahydro-1H-1-benzazepine). The yield is 36.8%. RXN SMILES: C1C2C(=CC=CC=2)C=CC=1.[Na].[Cl:12][C:13]1[CH:14]=[CH:15][C:16]2[N:22](S(C3C=CC(C)=CC=3)(=O)=O)[CH2:21][CH2:20][CH2:19][CH:18]([CH2:33][C:34]([O:36][CH2:37][CH3:38])=[O:35])[C:17]=2[CH:39]=1>C(COC)OC>[Cl:12][C:13]1[CH:14]=[CH:15][C:16]2[NH:22][CH2:21][CH2:20][CH2:19][CH:18]([CH2:33][C:34]([O:36][CH2:37][CH3:38])=[O:35])[C:17]=2[CH:39]=1 |^1:10|. Procedure: To a solution of naphthalene (15.5 g) in dimethoxyethane (100 ml) was added sodium metal (2.79 g) in portions at 0° C. and the solution was stirred at the same temperature for 1 hour. The naphthilide was added to a solution of 7-chloro -5-ethoxycarbonylmethyl-1-(p-toluenesulfonyl)-2,3,4,5-tetrahydro-1H-1-benzazepine (9.89 g) in dimethoxyethane (400 ml) at -60° C. and the solution was stirred at the same temperature for 30 minutes. The reaction mixture was quenched with water and the solution was... The reactants are Cl.NO (Hydroxylamine-HCl), C(=O)(O)[O-].[Na+] (NaHCO3), CO (methanol), CC1=NOC(=C1C1=C(C(=NN1C1=CC=C(C=C1)OC)C)C#N)C (5-(3,5-dimethylisoxazol-4-yl)-1-(4-methoxyphenyl)-3-methyl-1H-pyrazole-4-carbonitrile). Solvent: O (water), [Cl-].[Na+].O (brine), CCOC(=O)C (EtOAc). Run at temperature 130 celsius, time 30 minute. Product: NO (hydroxylamine), E1, CC1=NOC(=C1C1=C(C(=NN1C1=CC=C(C=C1)O)C)C(N)=NO)C (5-(3,5-dimethylisoxazol-4-yl)-N′-hydroxy-1-(4-hydroxyphenyl)-3-methyl-1H-pyrazole-4-carboximidamide). Yield: 41.7%. Reaction SMILES: Cl.[NH2:2][OH:3].C([O-])(O)=O.[Na+].CO.[CH3:11][C:12]1[C:16]([C:17]2[N:21]([C:22]3[CH:27]=[CH:26][C:25]([O:28]C)=[CH:24][CH:23]=3)[N:20]=[C:19]([CH3:30])[C:18]=2[C:31]#[N:32])=[C:15]([CH3:33])[O:14][N:13]=1>O.[Cl-].[Na+].O.CCOC(C)=O>[NH2:13][OH:14].[CH3:11][C:12]1[C:16]([C:17]2[N:21]([C:22]3[CH:23]=[CH:24][C:25]([OH:28])=[CH:26][CH:27]=3)[N:20]=[C:19]([CH3:30])[C:18]=2[C:31](=[N:2][OH:3])[NH2:32])=[C:15]([CH3:33])[O:14][N:13]=1 |f:0.1,2.3,7.8.9|. Procedure details: A hydroxylamine solution was prepared. Hydroxylamine-HCl (26 mg, 0.37 mmol) and NaHCO3 (32 mg, 0.37 mmol) dissolved in water (0.2 mL), methanol (0.4 mL) was stirred 2 min until gas ceased to evolve, the mixture was filtered and degassed (N2). This was added to the 5-(3,5-dimethylisoxazol-4-yl)-1-(4-methoxyphenyl)-3-methyl-1H-pyrazole-4-carbonitrile (11 mg, 0.037 mmol) and stirred at 130° C. for 30 min in the microwave. EtOAc and brine were added and the phases were separated. Purification using ...